From a dataset of the Open Reaction Database (ORD), a public repository of structured organic reaction records. describe an organic reaction: reactants, conditions, products, and yield Isolated yield 87.8%. Reactants: BrC1S([C@H]2N(C(=C1CBr)C(=O)OC(C)(C)C)C(C2NC=O)=O)=O (t-butyl 2-bromo-3-bromomethyl-7-formamido-3-cephem-4-carboxylate 1-oxide), BrC1S([C@H]2N(C(=C1CBr)C(=O)OC(C)(C)C)C(C2NC(CC2=CC=CC=C2)=O)=O)=O (t-butyl 2-bromo-3-bromomethyl-7-phenylacetamido-3-cephem-4-carboxylate 1-oxide). Procedure details: The reference compound IV in the HPLC analysis was prepared as follows: 1 g (1.8 mmol) of t-butyl 2-bromo-3-bromomethyl-7-phenylacetamido-3-cephem-4-carboxylate 1-oxide [prepared by the procedure of Step C of Example II] was dissolved in 15 ml of trifluoroacetic acid and after standing for 15 minutes at room temperature, the solution was evaporated to dryness. The residue was dissolved in methylene chloride and the solution was again evaporated to dryness. The residue was treated with diethyl et... RXN SMILES: BrC1C(CBr)=C(C(OC(C)(C)C)=O)N2C(=O)C(NC=O)[C@H]2S1=O.[Br:24][CH:25]1[C:30]([CH2:31][Br:32])=[C:29]([C:33]([O:35]C(C)(C)C)=[O:34])[N:28]2[C:40](=[O:52])[CH:41]([NH:42][C:43](=[O:51])[CH2:44][C:45]3[CH:50]=[CH:49][CH:48]=[CH:47][CH:46]=3)[C@H:27]2[S:26]1=[O:53]>FC(F)(F)C(O)=O>[Br:24][CH:25]1[C:30]([CH2:31][Br:32])=[C:29]([C:33]([OH:35])=[O:34])[N:28]2[C:40](=[O:52])[CH:41]([NH:42][C:43](=[O:51])[CH2:44][C:45]3[CH:46]=[CH:47][CH:48]=[CH:49][CH:50]=3)[C@H:27]2[S:26]1=[O:53]. Run at time 15 minute. Product: BrC1S([C@H]2N(C(=C1CBr)C(=O)O)C(C2NC(CC2=CC=CC=C2)=O)=O)=O (2-bromo-3-bromomethyl-7-phenylacetamido-3-cephem-4-carboxylic acid 1-oxide). Solvent: FC(C(=O)O)(F)F (trifluoroacetic acid). Starting materials: ClC1=C(COC2=CC=CC=3N(C(=NC32)CC)CC(=O)OCC)C(=CC=C1N(C(CNC(C=CC1=CC=C(C=C1)C(NC)=O)=O)=O)C)Cl (4-[2,6-dichloro-3-[N-methyl-N-[4-(methylcarbamoyl)cinnamoylglycyl]amino]benzyloxy]-1-ethoxycarbonylmethyl-2-ethyl-1H-benzimidazole), [OH-].[Na+] (sodium hydroxide), Cl (hydrochloric acid). Run in C(C)O (ethanol). Conditions: time 2 hour. The product is C(=O)(O)CN1C(=NC2=C1C=CC=C2OCC2=C(C(=CC=C2Cl)N(C(CNC(C=CC2=CC=C(C=C2)C(NC)=O)=O)=O)C)Cl)CC (1-carboxymethyl-4-[2,6-dichloro-3-[N-methyl-N-[4-(methylcarbamoyl)cinnamoylglycyl]amino]benzyloxy]-2-ethyl-1H-benzimidazole). Isolated yield 108.2%. RXN SMILES: [Cl:1][C:2]1[C:26]([N:27]([CH3:46])[C:28](=[O:45])[CH2:29][NH:30][C:31](=[O:44])[CH:32]=[CH:33][C:34]2[CH:39]=[CH:38][C:37]([C:40](=[O:43])[NH:41][CH3:42])=[CH:36][CH:35]=2)=[CH:25][CH:24]=[C:23]([Cl:47])[C:3]=1[CH2:4][O:5][C:6]1[C:14]2[N:13]=[C:12]([CH2:15][CH3:16])[N:11]([CH2:17][C:18]([O:20]CC)=[O:19])[C:10]=2[CH:9]=[CH:8][CH:7]=1.[OH-].[Na+].Cl>C(O)C>[C:18]([CH2:17][N:11]1[C:10]2[CH:9]=[CH:8][CH:7]=[C:6]([O:5][CH2:4][C:3]3[C:23]([Cl:47])=[CH:24][CH:25]=[C:26]([N:27]([CH3:46])[C:28](=[O:45])[CH2:29][NH:30][C:31](=[O:44])[CH:32]=[CH:33][C:34]4[CH:35]=[CH:36][C:37]([C:40](=[O:43])[NH:41][CH3:42])=[CH:38][CH:39]=4)[C:2]=3[Cl:1])[C:14]=2[N:13]=[C:12]1[CH2:15][CH3:16])([OH:20])=[O:19] |f:1.2|. Procedure: To a solution of 4-[2,6-dichloro-3-[N-methyl-N-[4-(methylcarbamoyl)cinnamoylglycyl]amino]benzyloxy]-1-ethoxycarbonylmethyl-2-ethyl-1H-benzimidazole (270 mg) in ethanol (3 ml) was added 1N sodium hydroxide solution (0.44 ml), and the mixture was stirred for 2 hours at ambient temperature. The reaction mixture was acidified with 1N hydrochloric acid, and the solvent was removed in vacuo. The residue was pulverized with 99% acetonitrile to give 1-carboxymethyl-4-[2,6-dichloro-3-[N-methyl-N-[4-(meth...